Dataset: the Open Reaction Database (ORD), a public repository of structured organic reaction records. Task: describe an organic reaction: reactants, conditions, products, and yield The product is CCN(CC)CCOC1CN(CCCOc2ccc(F)cc2)CCC1N. Reaction SMILES: [CH2:1]([CH3:2])[N:3]([CH2:4][CH2:5][O:6][CH:7]1[CH2:8][N:9]([CH2:14][CH2:15][CH2:16][O:17][c:18]2[cH:19][cH:20][c:21]([F:24])[cH:22][cH:23]2)[CH2:10][CH2:11][C:12]1=[O:13])[CH2:25][CH3:26].[CH3:42][CH2:43][OH:44].[CH3:45][OH:46].[H:40][H:41].[c:27]1([CH2:28][NH2:34])[cH:29][cH:30][cH:31][cH:32][cH:33]1.[cH:35]1[cH:36][s:37][cH:38][cH:39]1>>[CH2:1]([CH3:2])[N:3]([CH2:4][CH2:5][O:6][CH:7]1[CH2:8][N:9]([CH2:14][CH2:15][CH2:16][O:17][c:18]2[cH:19][cH:20][c:21]([F:24])[cH:22][cH:23]2)[CH2:10][CH2:11][CH:12]1[NH2:34])[CH2:25][CH3:26]. Reactants: CCN(CC)CCOC1CN(CCCOc2ccc(F)cc2)CCC1=O, CCO, CO, [H][H], NCc1ccccc1, c1ccsc1. Reactants: CCn1ncc2c(Cl)c3c(nc21)C(=O)c1ccccc1CC3, CN1CCC(Cl)CC1, [Mg], C1CCOC1. Yields the product CCn1ncc2c(Cl)c3c(nc21)C(O)(C1CCN(C)CC1)c1ccccc1CC3. RXN SMILES: [Cl:10][c:11]1[c:12]2[c:13]([n:14][c:15]3[c:16]1[cH:17][n:18][n:19]3[CH2:20][CH3:21])[C:22](=[O:31])[c:23]1[c:24]([cH:27][cH:28][cH:29][cH:30]1)[CH2:25][CH2:26]2.[Cl:2][CH:3]1[CH2:4][CH2:5][N:6]([CH3:9])[CH2:7][CH2:8]1.[Mg:1].[O:32]1[CH2:33][CH2:34][CH2:35][CH2:36]1>>[CH:3]1([C:22]2([OH:31])[c:13]3[c:12]([c:11]([Cl:10])[c:16]4[c:15]([n:14]3)[n:19]([CH2:20][CH3:21])[n:18][cH:17]4)[CH2:26][CH2:25][c:24]3[c:23]2[cH:30][cH:29][cH:28][cH:27]3)[CH2:4][CH2:5][N:6]([CH3:9])[CH2:7][CH2:8]1. Reactants: NN (hydrazine), OC=1C=CC=C2C=CC=NC12 (8-hydroxyquinoline). Solvent: [Cl-].[Na+].O (brine), O (water). Run at temperature 40 celsius. The product is N(N)C=1C=CC=C2C=CC=NC12 (8-Hydrazinoquinoline). Reaction SMILES: [NH2:1][NH2:2].O[C:4]1[CH:5]=[CH:6][CH:7]=[C:8]2[C:13]=1[N:12]=[CH:11][CH:10]=[CH:9]2>O.[Cl-].[Na+].O>[NH:1]([C:4]1[CH:5]=[CH:6][CH:7]=[C:8]2[C:13]=1[N:12]=[CH:11][CH:10]=[CH:9]2)[NH2:2] |f:3.4.5|. Procedure: A solution of hydrazine in water (equivalent to 250 ml of 100% hydrazine hydrate) was added to the 8-hydroxyquinoline and the mixture was refluxed under nitrogen for 68 hours. After cooling to about 40° C., brine was added and the mixture was extracted with benzene. The benzene solution was washed once with brine, three times with Claisen's alkali (prepared by dissolving 35 g of potassium hydroxide in 25 ml of water, cooling, and adding 100 ml of methanol), twice again with brine, dried over mag...